Dataset: the Open Reaction Database (ORD), a public repository of structured organic reaction records. Task: describe an organic reaction: reactants, conditions, products, and yield Starting materials: C([O-])([O-])=O.[K+].[K+] (potassium carbonate), ClC1=CC=NC2=CC=C(C=C12)OC (4-chloro-6-methoxyquinoline), COC(=O)C1=CNC2=CC=CC=C12 (3-methoxycarbonyl-1H-indole). Solvent: CC(=O)N(C)C (dimethylacetamide), C(C)(=O)OCC (ethyl acetate), O (water). Run at temperature 140 celsius, time 20 hour. The product is COC(=O)C1=CN(C2=CC=CC=C12)C1=CC=NC2=CC=C(C=C12)OC (3-Methoxycarbonyl-1-(6-methoxyquinol-4-yl)-1H-indole). As a reaction SMILES: C(=O)([O-])[O-].[K+].[K+].Cl[C:8]1[C:17]2[C:12](=[CH:13][CH:14]=[C:15]([O:18][CH3:19])[CH:16]=2)[N:11]=[CH:10][CH:9]=1.[CH3:20][O:21][C:22]([C:24]1[C:32]2[C:27](=[CH:28][CH:29]=[CH:30][CH:31]=2)[NH:26][CH:25]=1)=[O:23]>CC(N(C)C)=O.C(OCC)(=O)C.O>[CH3:20][O:21][C:22]([C:24]1[C:32]2[C:27](=[CH:28][CH:29]=[CH:30][CH:31]=2)[N:26]([C:8]2[C:17]3[C:12](=[CH:13][CH:14]=[C:15]([O:18][CH3:19])[CH:16]=3)[N:11]=[CH:10][CH:9]=2)[CH:25]=1)=[O:23] |f:0.1.2|. Procedure details: 1.73 g (12.5 mmol) of potassium carbonate and 0.968 g (5 mmol) of 4-chloro-6-methoxyquinoline are added to 0.876 g (5 mmol) of 3-methoxycarbonyl-1H-indole in 20 cm3 of dimethylacetamide under an argon atmosphere. After stirring at a temperature in the region of 140° C. for 20 hours, the reaction mixture is cooled and diluted with 200 cm3 of ethyl acetate and 200 cm3 of water. The organic phase is separated off by settling and washed with three times 200 cm3 of water and 200 cm3 of saturated aque...